Dataset: the Open Reaction Database (ORD), a public repository of structured organic reaction records. Task: describe an organic reaction: reactants, conditions, products, and yield The reactants are BrN1C(CCC1=O)=O (N-bromosuccinimide), BrN1C(CCC1=O)=O (N-Bromosuccinimide), C(C1=CC=CC=C1)(=O)OOC(C1=CC=CC=C1)=O (benzoylperoxide), C(=C)(C)C1=CC=CC=C1 (isopropenylbenzene). Solvent: C(Cl)(Cl)(Cl)Cl (carbon tetrachloride). Conditions: time 18 hour. Yields the product BrCC(=C)C1=CC=CC=C1 ([1-(Bromomethyl)vinyl]benzene). As a reaction SMILES: [Br:1]N1C(=O)CCC1=O.C(OOC(=O)C1C=CC=CC=1)(=O)C1C=CC=CC=1.[C:27]([C:30]1[CH:35]=[CH:34][CH:33]=[CH:32][CH:31]=1)([CH3:29])=[CH2:28]>C(Cl)(Cl)(Cl)Cl>[Br:1][CH2:28][C:27]([C:30]1[CH:35]=[CH:34][CH:33]=[CH:32][CH:31]=1)=[CH2:29]. Procedure: N-Bromosuccinimide (52.0 g, 292 mmol) and benzoylperoxide (2.0 g, 8.0 mmol) were added to a solution of isopropenylbenzene (82.0 g, 694 mmol) in carbon tetrachloride (200 mL). The reaction mixture was heated to reflux. After 18 h, additional N-bromosuccinimide (30.0 g, 168 mmol) was added. After 18 h, the mixture was allowed to cool to ambient temperature and the solid in the mixture was filtered off. The filtrate was concentrated and purified by vacuum distillation (95-120° C., 10 torr). The is... Starting materials: thioimidate, CC(=O)O (HOAc), N1(CCCCC1)N=C1CC=C(C=C1)NC(C(NC(=O)NC1=CC=C(C=C1)Cl)C1=C(C=CC=C1)F)=O (N-[4-(piperidin-1-ylimino)phenyl]-2-(2-fluorophenyl)-2-(4-chlorophenylaminocarbonylamino)-acetamide), CNC (dimethylamine). The yield is 46.0%. Product: CN(C)N=C1CC=C(C=C1)NC(C(NC(=O)NC1=CC=C(C=C1)Cl)C1=C(C=CC=C1)F)=O (N-[4-(dimethylaminoimino)phenyl]-2-(2-fluorophenyl)-2-(4-chlorophenylaminocarbonylamino)-acetamide). Reported procedure: To the thioimidate solution in MeOH (4 mL, 0.205 mmol) from EXAMPLE 42, a pre-mixed dimethylamine and 1.5 eq. HOAc (0.5 M in THF, 2.0 mL, 1.0 mmol) were added. The mixture was then stirred at room temperature overnight. After being concentrated in vacuo, the residue was purified by HPLC to give white powder (43 mg). MS 468.1 and 470.1 (M+H, Cl pattern). Conditions: time 8 hour. RXN SMILES: [N:1]1([N:7]=[C:8]2[CH:13]=[CH:12][C:11]([NH:14][C:15](=[O:35])[CH:16]([C:28]3[CH:33]=[CH:32][CH:31]=[CH:30][C:29]=3[F:34])[NH:17][C:18]([NH:20][C:21]3[CH:26]=[CH:25][C:24]([Cl:27])=[CH:23][CH:22]=3)=[O:19])=[CH:10][CH2:9]2)[CH2:6]CCC[CH2:2]1.CNC.CC(O)=O>>[CH3:6][N:1]([N:7]=[C:8]1[CH:9]=[CH:10][C:11]([NH:14][C:15](=[O:35])[CH:16]([C:28]2[CH:33]=[CH:32][CH:31]=[CH:30][C:29]=2[F:34])[NH:17][C:18]([NH:20][C:21]2[CH:26]=[CH:25][C:24]([Cl:27])=[CH:23][CH:22]=2)=[O:19])=[CH:12][CH2:13]1)[CH3:2].